This data is from the Open Reaction Database (ORD), a public repository of structured organic reaction records. The task is: describe an organic reaction: reactants, conditions, products, and yield Reactants: COC(=O)c1ccc(C(=O)O)nc1, O=S(Cl)Cl. Yields the product COC(=O)c1ccc(C(=O)O)nc1, [Cl-]. As a reaction SMILES: [CH3:1][O:2][C:3](=[O:4])[c:5]1[cH:6][cH:7][c:8]([C:11](=[O:12])[OH:13])[n:9][cH:10]1.[S:14]([Cl:15])([Cl:16])=[O:17]>>[CH3:1][O:2][C:3](=[O:4])[c:5]1[cH:6][cH:7][c:8]([C:11](=[O:12])[OH:13])[n:9][cH:10]1.[Cl-:16]. Starting materials: S(=O)(Cl)Cl (thionyl chloride), FC1=C(C=CC(=C1)F)N1CCN(CC1)CCO (2-[4-(2,4-difluorophenyl)piperazin-1-yl]ethanol). Solvent: C(Cl)(Cl)Cl (chloroform). Product: Cl.ClCCN1CCN(CC1)C1=C(C=C(C=C1)F)F (1-chloro-2-[4-(2,4-difluorophenyl)piperazin-1-yl]ethane hydrochloride). RXN SMILES: S(Cl)([Cl:3])=O.[F:5][C:6]1[CH:11]=[C:10]([F:12])[CH:9]=[CH:8][C:7]=1[N:13]1[CH2:18][CH2:17][N:16]([CH2:19][CH2:20]O)[CH2:15][CH2:14]1>C(Cl)(Cl)Cl>[ClH:3].[Cl:3][CH2:20][CH2:19][N:16]1[CH2:17][CH2:18][N:13]([C:7]2[CH:8]=[CH:9][C:10]([F:12])=[CH:11][C:6]=2[F:5])[CH2:14][CH2:15]1 |f:3.4|. Procedure: 40 ml of thionyl chloride are added dropwise to a solution of 60 g of 2-[4-(2,4-difluorophenyl)piperazin-1-yl]ethanol, prepared in Example 2, in 300 ml of chloroform. When the addition is complete, the reaction mixture is heated under reflux for 5 hours. After return to room temperature, the crystals formed are filtered off, carefully washed with acetone and then dried to give 70 g of 1-chloro-2-[4-(2,4-difluorophenyl)piperazin-1-yl]ethane hydrochloride in the form of crystals melting at 218° C.